Dataset: the Open Reaction Database (ORD), a public repository of structured organic reaction records. Task: describe an organic reaction: reactants, conditions, products, and yield Reactants: C(C1=CC=CC=C1)OC(=O)NCCCOP(O)(=O)CCCC (3-(benzyloxycarbonylamino)propyl(n-butyl)phosphonic acid), C1C(C)O1 (propylene oxide). Run in Cl (hydrochloric acid), CO (methanol). The product is NCCCOP(O)(=O)CCCC (3-aminopropyl(n-butyl)phosphonic acid). Reaction SMILES: C(OC([NH:11][CH2:12][CH2:13][CH2:14][O:15][P:16]([CH2:19][CH2:20][CH2:21][CH3:22])(=[O:18])[OH:17])=O)C1C=CC=CC=1.C1OC1C>Cl.CO>[NH2:11][CH2:12][CH2:13][CH2:14][O:15][P:16]([CH2:19][CH2:20][CH2:21][CH3:22])(=[O:17])[OH:18]. Procedure details: A solution of 6.7 g of 3-(benzyloxycarbonylamino)propyl(n-butyl)phosphonic acid in 125 ml of 36% hydrochloric acid is heated at reflux for 1.5 hour. The mixture is evaporated to an oil and the oil is co-evaporated with water (2×50 ml) to give a white solid. This solid is then dissolved in 50 ml of dry methanol, 1-3 ml of propylene oxide is added and the solution is stirred at room temperature. The precipitated product is collected by filtration and dried to give 3-aminopropyl(n-butyl)phosphonic ... Reactants: C(C)(C)(C)OC(C1=CC=C(C=C1)NC1CCN(CC1)C1=CC2=CC=CC=C2C=C1)=O (4-(1-Naphthalen-2-yl-piperidin-4-ylamino)-benzoic acid tert-butyl ester). Run in Cl (HCl). Reaction conditions: temperature 25 celsius, time 12 hour. Yields the product C1=C(C=CC2=CC=CC=C12)N1CCC(CC1)NC1=CC=C(C(=O)O)C=C1 (4-(1-Naphthalen-2-ylpiperidin-4-ylamino)benzoic acid). Yield: 110.4%. As a reaction SMILES: C([O:5][C:6](=[O:30])[C:7]1[CH:12]=[CH:11][C:10]([NH:13][CH:14]2[CH2:19][CH2:18][N:17]([C:20]3[CH:29]=[CH:28][C:27]4[C:22](=[CH:23][CH:24]=[CH:25][CH:26]=4)[CH:21]=3)[CH2:16][CH2:15]2)=[CH:9][CH:8]=1)(C)(C)C>Cl>[CH:21]1[C:22]2[C:27](=[CH:26][CH:25]=[CH:24][CH:23]=2)[CH:28]=[CH:29][C:20]=1[N:17]1[CH2:16][CH2:15][CH:14]([NH:13][C:10]2[CH:9]=[CH:8][C:7]([C:6]([OH:30])=[O:5])=[CH:12][CH:11]=2)[CH2:19][CH2:18]1. Procedure details: A solution of (8) (0.067 g, 0.17 mmol) in HCl (10 mL, 4M in 1,4-dioxane) was capped with a drying tube and stirred at 25° C. for 12 h. The reaction mixture was concentrated to give a white solid residue (0.065 g, 99%); 1H NMR (DMSO) δ 8.31 (s, 1H), 8.06 (m, 5H), 7.70 (d, 2H, J=8.7), 7.60 (m, 2H), 6.70 (d, 2H, J=8.8), 3.76 (m, 5H), 2.17 (m, 4H); 13C NMR (DMSO) δ 167.4, 151.2, 132.7, 131.2, 129.9, 128.0, 127.8, 127.4, 119.3, 117.4, 111.4, 66.3, 29.0; HRMS (FAB) m/z 347.1770 (M+H)+ (C22H22N2O2 requ... Starting materials: C(=O)([O-])[O-].[Na+].[Na+] (Na2CO3), O=C1CCC(CC1)N1C(NC2=C1C=CC=C2)=O (1,3-dihydro-1-(4-oxocyclohexyl)-2H-benzimidazol-2-one), NC1CCN(CC1)C(=O)OCC (ethyl 4-amino-1-piperidinecarboxylate), C(C)(=O)O[BH-](OC(C)=O)OC(C)=O.[Na+] (sodium triacetoxyborohydride). The solvent is C(Cl)(Cl)Cl (chloroform), C(C)(=O)O (acetic acid), ClCCCl (1,2-dichloroethane). Run at time 48 hour. The product is C(C)OC(=O)N1CCC(CC1)N[C@@H]1CC[C@H](CC1)N1C(NC2=C1C=CC=C2)=O (1,3-dihydro-1-{trans-4-[1-ethoxycarbonyl-4-piperidinylamino]-1-cyclohexyl}-2H-benzimidazol-2-one). Yield: 51.7%. Reaction SMILES: O=[C:2]1[CH2:7][CH2:6][CH:5]([N:8]2[C:12]3[CH:13]=[CH:14][CH:15]=[CH:16][C:11]=3[NH:10][C:9]2=[O:17])[CH2:4][CH2:3]1.[NH2:18][CH:19]1[CH2:24][CH2:23][N:22]([C:25]([O:27][CH2:28][CH3:29])=[O:26])[CH2:21][CH2:20]1.C(O[BH-](OC(=O)C)OC(=O)C)(=O)C.[Na+].C([O-])([O-])=O.[Na+].[Na+]>C(Cl)(Cl)Cl.C(O)(=O)C.ClCCCl>[CH2:28]([O:27][C:25]([N:22]1[CH2:21][CH2:20][CH:19]([NH:18][C@H:2]2[CH2:7][CH2:6][C@H:5]([N:8]3[C:12]4[CH:13]=[CH:14][CH:15]=[CH:16][C:11]=4[NH:10][C:9]3=[O:17])[CH2:4][CH2:3]2)[CH2:24][CH2:23]1)=[O:26])[CH3:29] |f:2.3,4.5.6|. Procedure details: A mixture of 1.5 g of 1,3-dihydro-1-(4-oxocyclohexyl)-2H-benzimidazol-2-one, 1.12 g of ethyl 4-amino-1-piperidinecarboxylate, 20 mL of 1,2-dichloroethane, 0.40 mL of glacial acetic acid and 1.79 g of sodium triacetoxyborohydride was stirred at room temperature for 48 h. The reaction mixture was poured into 50 mL chloroform and 50 mL saturated aqueous Na2CO3 and the layers separated. The aqueous layer was extracted with 2×25 mL of chloroform and the combined organic layers dried over MgSO4 and co...